This data is from the Open Reaction Database (ORD), a public repository of structured organic reaction records. The task is: describe an organic reaction: reactants, conditions, products, and yield Reactants: ClC1=CC=C(C=C1)C=1OC(=CN1)C(CC1=CC(=CC(=C1)F)F)NC(CC1=CNC=2C1=NC(=CC2)OC)=O (N-(1-(2-(4-chlorophenyl)oxazol-5-yl)-2-(3,5-difluorophenyl)ethyl)-2-(5-methoxy-1H-pyrrolo[3,2-b]pyridin-3-yl)acetamide). Solvent: C(C)(=O)O (acetic acid). The product is ClC1=CC=C(C=C1)C=1OC(=CN1)C(CC1=CC(=CC(=C1)F)F)NC(CC1=CNC=2C1=NC(=CC2)O)=O (N-(1-(2-(4-chlorophenyl)oxazol-5-yl)-2-(3,5-difluorophenyl)ethyl)-2-(5-hydroxy-1H-pyrrolo[3,2-b]pyridin-3-yl)acetamide). RXN SMILES: [Cl:1][C:2]1[CH:7]=[CH:6][C:5]([C:8]2[O:9][C:10]([CH:13]([NH:23][C:24](=[O:37])[CH2:25][C:26]3[C:30]4=[N:31][C:32]([O:35]C)=[CH:33][CH:34]=[C:29]4[NH:28][CH:27]=3)[CH2:14][C:15]3[CH:20]=[C:19]([F:21])[CH:18]=[C:17]([F:22])[CH:16]=3)=[CH:11][N:12]=2)=[CH:4][CH:3]=1>C(O)(=O)C>[Cl:1][C:2]1[CH:3]=[CH:4][C:5]([C:8]2[O:9][C:10]([CH:13]([NH:23][C:24](=[O:37])[CH2:25][C:26]3[C:30]4=[N:31][C:32]([OH:35])=[CH:33][CH:34]=[C:29]4[NH:28][CH:27]=3)[CH2:14][C:15]3[CH:16]=[C:17]([F:22])[CH:18]=[C:19]([F:21])[CH:20]=3)=[CH:11][N:12]=2)=[CH:6][CH:7]=1. Procedure details: A solution of 21 (20 mg, 0.038 mmol) and KI (33 mg, 0.2 mmol) in acetic acid (5 mL) was heated in a microwave reactor at 160° C. for 10 min. After cooling to room temperature and removing the volatiles in vacuo, the resulting residue was purified by reverse phase HPLC to yield the title compound. 1H NMR (400 MHz, DMSO) δ 11.89 (s, 1H), 8.53 (d, J=8.5 Hz, 1H), 8.44 (s, 1H), 8.06 (s, 1H), 7.94 (d, J=8.5 Hz, 2H), 7.80 (s, 1H), 7.61 (d, J=8.6 Hz, 2H), 7.02 (s, 1H), 6.86 (m, 3H), 5.10 (m, 1H), 3.20-3... Reactants: CC(c1ccc(OCCCc2nnnn2C(c2ccccc2)(c2ccccc2)c2ccccc2)cc1Cl)C(O)(c1ccnc(Cl)c1)C(F)(F)F, ClCCl, O=C(O)C(F)(F)F. Yields the product CC(c1ccc(OCCCc2nnn[nH]2)cc1Cl)C(O)(c1ccnc(Cl)c1)C(F)(F)F. RXN SMILES: [Cl:1][c:2]1[n:3][cH:4][cH:5][c:6]([C:8]([C:9]([F:10])([F:11])[F:12])([CH:13]([CH3:14])[c:15]2[c:16]([Cl:49])[cH:17][c:18]([O:21][CH2:22][CH2:23][CH2:24][c:25]3[n:26][n:27][n:28][n:29]3[C:30]([c:31]3[cH:32][cH:33][cH:34][cH:35][cH:36]3)([c:37]3[cH:38][cH:39][cH:40][cH:41][cH:42]3)[c:43]3[cH:44][cH:45][cH:46][cH:47][cH:48]3)[cH:19][cH:20]2)[OH:50])[cH:7]1.[Cl:58][CH2:59][Cl:60].[OH:51][C:52]([C:53]([F:54])([F:55])[F:56])=[O:57]>>[Cl:1][c:2]1[n:3][cH:4][cH:5][c:6]([C:8]([C:9]([F:10])([F:11])[F:12])([CH:13]([CH3:14])[c:15]2[c:16]([Cl:49])[cH:17][c:18]([O:21][CH2:22][CH2:23][CH2:24][c:25]3[n:26][n:27][n:28][nH:29]3)[cH:19][cH:20]2)[OH:50])[cH:7]1. Reaction SMILES: Br[C:2]1[CH:27]=[CH:26][C:5]([O:6][C:7]2[C:11]([F:13])([F:12])[C:10]([F:15])([F:14])[C:9]([F:17])([F:16])[C:8]=2[O:18][C:19]2[CH:24]=[CH:23][C:22](Br)=[CH:21][CH:20]=2)=[CH:4][CH:3]=1.[CH3:28][C:29]([OH:33])([C:31]#[CH:32])[CH3:30]>[Cu]I.C1(P(C2C=CC=CC=2)C2C=CC=CC=2)C=CC=CC=1.C(N(CC)CC)C>[OH:33][C:29]([CH3:30])([C:31]#[C:32][C:22]1[CH:21]=[CH:20][C:19]([O:18][C:8]2[C:9]([F:17])([F:16])[C:10]([F:14])([F:15])[C:11]([F:12])([F:13])[C:7]=2[O:6][C:5]2[CH:26]=[CH:27][C:2]([C:32]#[C:31][C:29]([CH3:30])([OH:33])[CH3:28])=[CH:3][CH:4]=2)=[CH:24][CH:23]=1)[CH3:28]. Starting materials: BrC1=CC=C(OC2=C(C(C(C2(F)F)(F)F)(F)F)OC2=CC=C(C=C2)Br)C=C1 (1,2-bis-(4-bromophenoxy)-3,3,4,4,5,5-hexafluorocyclopent-1-ene), CC(C)(C#C)O (2-methyl-3-butin-2-ol), PdCl2 (PPh3)2. Yields the product OC(C)(C#CC1=CC=C(OC2=C(C(C(C2(F)F)(F)F)(F)F)OC2=CC=C(C=C2)C#CC(C)(O)C)C=C1)C (1,2-bis-[4-(2-hydroxy-2-methylbutin-4-yl)phenoxy]-3,3,4,4,5,5-hexafluorocyclopent -1-ene). Isolated yield 48.6%. Reported procedure: 39 g (0.075 mol) of 1,2-bis-(4-bromophenoxy)-3,3,4,4,5,5-hexafluorocyclopent-1-ene (obtained according to Example 1), 32 g (0.38 mol) of 2-methyl-3-butin-2-ol, 211 mg of PdCl2 (PPh3)2, 230 mg of CuI and 630 mg of triphenylphosphine were added under nitrogen to 100 ml of triethylamine. After heating to reflux for 24 hours, the reaction mixture was filtered and the filtrate was concentrated in vacuo. Recrystallization of the residue resulting here from n-hexane/ethyl acetate gave 19.1 g of product... Run in C(C)N(CC)CC (triethylamine). Reagents/catalysts: [Cu]I (CuI), C1(=CC=CC=C1)P(C1=CC=CC=C1)C1=CC=CC=C1 (triphenylphosphine). Starting materials: CCCNCCC, CN(C)C=O, O=C1c2c(Cl)cccc2-n2cnc(-c3noc(CCl)n3)c2C2CCCN12. Product: CCCN(CCC)Cc1nc(-c2ncn3c2C2CCCN2C(=O)c2c(Cl)cccc2-3)no1. As a reaction SMILES: [CH2:27]([CH2:28][CH3:29])[NH:30][CH2:31][CH2:32][CH3:33].[CH3:34][N:35]([CH3:36])[CH:37]=[O:38].[Cl:1][c:2]1[cH:3][cH:4][cH:5][c:6]2[c:7]1[C:8](=[O:26])[N:9]1[CH:10]([c:11]3[n:12]-2[cH:13][n:14][c:15]3-[c:16]2[n:17][o:18][c:19]([CH2:21][Cl:22])[n:20]2)[CH2:23][CH2:24][CH2:25]1>>[Cl:1][c:2]1[cH:3][cH:4][cH:5][c:6]2[c:7]1[C:8](=[O:26])[N:9]1[CH:10]([c:11]3[n:12]-2[cH:13][n:14][c:15]3-[c:16]2[n:17][o:18][c:19]([CH2:21][N:30]([CH2:27][CH2:28][CH3:29])[CH2:31][CH2:32][CH3:33])[n:20]2)[CH2:23][CH2:24][CH2:25]1. The reactants are CN(C)C=O, Cc1ccc(S(=O)(=O)OCC(I)=C(I)I)cc1, c1c[nH]cn1. The product is IC(I)=C(I)Cn1ccnc1. As a reaction SMILES: [O:23]=[CH:24][N:25]([CH3:26])[CH3:27].[c:6]1([CH3:7])[cH:8][cH:9][c:10]([S:11]([O:12][CH2:16][C:17](=[C:18]([I:19])[I:20])[I:21])(=[O:13])=[O:14])[cH:15][cH:22]1.[nH:1]1[cH:2][n:3][cH:4][cH:5]1>>[n:1]1([CH2:16][C:17](=[C:18]([I:19])[I:20])[I:21])[cH:2][n:3][cH:4][cH:5]1. Starting materials: C(C)(=O)OC=1C=C2C=C(C=NC2=CC1)Br (3-Bromoquinolin-6-yl acetate), N1CCOCC1 (morpholine), CC1(C2=C(C(=CC=C2)P(C3=CC=CC=C3)C4=CC=CC=C4)OC5=C(C=CC=C51)P(C6=CC=CC=C6)C7=CC=CC=C7)C (xantphos), CC(C)(C)[O-].[K+] (KOtBu). Reagents/catalysts: C=1C=CC(=CC1)/C=C/C(=O)/C=C/C2=CC=CC=C2.C=1C=CC(=CC1)/C=C/C(=O)/C=C/C2=CC=CC=C2.C=1C=CC(=CC1)/C=C/C(=O)/C=C/C2=CC=CC=C2.[Pd].[Pd] (Pd2(dba)3). The solvent is C1(=CC=CC=C1)C (toluene). Conditions: temperature 100 celsius. Yields the product N1(CCOCC1)C=1C=NC2=CC=C(C=C2C1)O (3-Morpholin-4-ylquinolin-6-ol). The yield is 44.7%. As a reaction SMILES: C([O:4][C:5]1[CH:6]=[C:7]2[C:12](=[CH:13][CH:14]=1)[N:11]=[CH:10][C:9](Br)=[CH:8]2)(=O)C.[NH:16]1[CH2:21][CH2:20][O:19][CH2:18][CH2:17]1.CC1(C)C2C(=C(P(C3C=CC=CC=3)C3C=CC=CC=3)C=CC=2)OC2C(P(C3C=CC=CC=3)C3C=CC=CC=3)=CC=CC1=2.CC([O-])(C)C.[K+]>C1(C)C=CC=CC=1.C1C=CC(/C=C/C(/C=C/C2C=CC=CC=2)=O)=CC=1.C1C=CC(/C=C/C(/C=C/C2C=CC=CC=2)=O)=CC=1.C1C=CC(/C=C/C(/C=C/C2C=CC=CC=2)=O)=CC=1.[Pd].[Pd]>[N:16]1([C:9]2[CH:10]=[N:11][C:12]3[C:7]([CH:8]=2)=[CH:6][C:5]([OH:4])=[CH:14][CH:13]=3)[CH2:21][CH2:20][O:19][CH2:18][CH2:17]1 |f:3.4,6.7.8.9.10|. Procedure: A mixture of Intermediate A (0.8 g, 3.01 mmol), morpholine (1.048 g, 12.03 mmol), Pd2(dba)3 (0.275 g, 0.301 mmol), xantphos (0.305 g, 0.602 mmol) and KOtBu (0.337 g, 3.01 mmol) in toluene (15 ml) was bubbled with N2 for 15 min and then was heated at 100° C. for 5 h under MW radiation. The mixture was quenched with saturated aqueous NaHCO3 solution. The aqueous phase was extracted with DCM/IPA (10 ml, v/v=3/1) for 3 times. The combined extract was dried over anhydrous MgSO4. Filtered and concentr...